This data is from the Open Reaction Database (ORD), a public repository of structured organic reaction records. The task is: describe an organic reaction: reactants, conditions, products, and yield The reactants are C1COCCO1, NS(N)(=O)=O, C1CC2(CCN1)OCCO2. The product is NS(=O)(=O)N1CCC2(CC1)OCCO2. As a reaction SMILES: [CH2:16]1[O:17][CH2:18][CH2:19][O:20][CH2:21]1.[NH2:11][S:12]([NH2:13])(=[O:14])=[O:15].[O:1]1[CH2:2][CH2:3][O:4][C:5]12[CH2:6][CH2:7][NH:8][CH2:9][CH2:10]2>>[O:1]1[CH2:2][CH2:3][O:4][C:5]12[CH2:6][CH2:7][N:8]([S:12]([NH2:11])(=[O:14])=[O:15])[CH2:9][CH2:10]2. The reactants are CCOC(=O)c1c(C)nc2cc(C)ccn12, [Li]CCCC, [Cl-], Cc1ccnc(N)c1, [NH4+], C1CCOC1. Product: Cc1ccnc(NC(=O)c2c(C)nc3cc(C)ccn23)c1. RXN SMILES: [CH2:14]([O:16][C:17](=[O:15])[c:19]1[c:20]([CH3:29])[n:21][c:22]2[n:23]1[cH:24][cH:25][c:26]([CH3:28])[cH:27]2)[CH3:18].[CH3:1][CH2:2][CH2:3][CH2:4][Li:5].[Cl-:30].[NH2:6][c:7]1[n:8][cH:9][cH:10][c:11]([CH3:13])[cH:12]1.[NH4+:31].[O:32]1[CH2:33][CH2:34][CH2:35][CH2:36]1>>[NH:6]([c:7]1[n:8][cH:9][cH:10][c:11]([CH3:13])[cH:12]1)[C:17](=[O:16])[c:19]1[c:20]([CH3:29])[n:21][c:22]2[n:23]1[cH:24][cH:25][c:26]([CH3:28])[cH:27]2. Reactants: O=C(O)c1cccc(OC(F)(F)F)c1, [K+], O=[N+]([O-])[O-], O=S(=O)(O)O. Product: O=C(O)c1cc(OC(F)(F)F)ccc1[N+](=O)[O-]. RXN SMILES: [F:1][C:2]([O:3][c:4]1[cH:5][c:6]([C:7](=[O:8])[OH:9])[cH:10][cH:11][cH:12]1)([F:13])[F:14].[K+:15].[O-:16][N+:17]([O-:18])=[O:19].[S:20](=[O:21])(=[O:22])([OH:23])[OH:24]>>[F:1][C:2]([O:3][c:4]1[cH:5][c:6]([C:7](=[O:8])[OH:9])[c:10]([N+:17](=[O:16])[O-:18])[cH:11][cH:12]1)([F:13])[F:14]. Starting materials: OC=1N=C(C=2C(N1)=CSC2C)O (2,4-dihydroxy-5-methyl-thieno[3,4-d]pyrimidine), C(=O)(OCC)C1=C(SC=C1NC(=O)N)C (3-carbethoxy-2-methyl-4-ureido-thiophene), Cl (hydrochloric acid). The solvent is C(C)O (ethyl alcohol). Yields the product C(C)(C)NC=1C=2C(N=C(N1)NCCC)=CSC2C (4-isopropylamino-5-methyl-2-n-propylamino-thieno[3,4-d]pyrimidine). Reaction SMILES: O[C:2]1[N:3]=[C:4](O)[C:5]2[C:6](=[CH:8][S:9][C:10]=2[CH3:11])[N:7]=1.C([C:18]1[C:22]([NH:23]C(N)=O)=[CH:21]SC=1C)(OCC)=O.Cl>C(O)C>[CH:22]([NH:23][C:4]1[C:5]2[C:6](=[CH:8][S:9][C:10]=2[CH3:11])[N:7]=[C:2]([NH:3][CH2:4][CH2:5][CH3:10])[N:3]=1)([CH3:21])[CH3:18]. Procedure details: The 2,4-dihydroxy-5-methyl-thieno[3,4-d]pyrimidine used above is also a new compound prepared from 3-carbethoxy-2-methyl-4-ureido-thiophene by heating under reflux with concentrated hydrochloric acid in absolute ethyl alcohol. Yield reaches 70%. M.P. 300°C. The reactants are ClC1=C(C=CC=C1)[N+](=O)[O-] (2-chloronitrobenzene), C(=C)(C)[Mg]Br (isopropenylmagnesium bromide), [NH4+].[Cl-] (NH4Cl). Run in C1CCOC1 (THF), C1CCOC1 (THF). Reaction conditions: temperature -40 celsius, time 1 hour. Product: CC=1NC2=C(C=CC=C2C1)Cl (2-Methyl-7-chloro-1H-indole). RXN SMILES: [Cl:1][C:2]1[CH:7]=[CH:6][CH:5]=[CH:4][C:3]=1[N+:8]([O-])=O.[C:11]([Mg]Br)([CH3:13])=[CH2:12].[NH4+].[Cl-]>C1COCC1>[CH3:13][C:11]1[NH:8][C:3]2[C:4]([CH:12]=1)=[CH:5][CH:6]=[CH:7][C:2]=2[Cl:1] |f:2.3|. Procedure details: Under a nitrogen atmosphere 42.1 g of 2-chloronitrobenzene are placed in 850 ml of THF. The mixture is cooled to −40° C. and then 1.6 1 of isopropenylmagnesium bromide at 0.5 M in THF are added dropwise. After 1 hour at −40° C. with stirring the mixture is hydrolyzed with 400 ml of saturated NH4Cl solution. The aqueous phase is extracted twice with ether. The organic phase is dried and then evaporated and the residue is chromatographed on silica, eluting with toluene. This gives 20.3 g of the ex... Starting materials: CCC(Oc1ccc(C(=C2CCCCCC2)c2ccc(O)cc2)cc1)C(=O)[O-], C1CCOC1, CCO, Cl, [Na+], [OH-]. Product: O=C(O)COc1ccc(C(=C2CCCCCC2)c2ccc(O)cc2)cc1. As a reaction SMILES: [CH2:1]([CH3:2])[CH:3]([C:4](=[O:5])[O-:6])[O:7][c:8]1[cH:9][cH:10][c:11]([C:14]([c:15]2[cH:16][cH:17][c:18]([OH:21])[cH:19][cH:20]2)=[C:22]2[CH2:23][CH2:24][CH2:25][CH2:26][CH2:27][CH2:28]2)[cH:12][cH:13]1.[CH2:32]1[O:33][CH2:34][CH2:35][CH2:36]1.[CH3:37][CH2:38][OH:39].[ClH:31].[Na+:30].[OH-:29]>>[CH2:3]([C:4](=[O:5])[OH:6])[O:7][c:8]1[cH:9][cH:10][c:11]([C:14]([c:15]2[cH:16][cH:17][c:18]([OH:21])[cH:19][cH:20]2)=[C:22]2[CH2:23][CH2:24][CH2:25][CH2:26][CH2:27][CH2:28]2)[cH:12][cH:13]1. Reactants: C(C)(=O)O (acetic acid), C(CCC)C1=NC=C(C(=N1)NCC1=CC=C(C=C1)C1=C(C=CC=C1)C1=NN=NN1)C#N (2-Butyl-4-{N-[(2'-[1H-tetrazol-5-yl]biphenyl-4-yl)methyl]amino}pyrimidine-5-carbonitrile), product. Solvent: [OH-].[K+] (potassium hydroxide). Product: C(CCC)C1=NC=C(C(=N1)NCC1=CC=C(C=C1)C1=C(C=CC=C1)C1=NN=NN1)C(=O)N (2-Butyl-4-{N-[(2'-[1H-tetrazol-5-yl]biphenyl-4-yl)methyl]amino}pyrimidine-5-carboxamide). As a reaction SMILES: [CH2:1]([C:5]1[N:10]=[C:9]([NH:11][CH2:12][C:13]2[CH:18]=[CH:17][C:16]([C:19]3[CH:24]=[CH:23][CH:22]=[CH:21][C:20]=3[C:25]3[NH:29][N:28]=[N:27][N:26]=3)=[CH:15][CH:14]=2)[C:8]([C:30]#[N:31])=[CH:7][N:6]=1)[CH2:2][CH2:3][CH3:4].C(O)(=[O:34])C>[OH-].[K+]>[CH2:1]([C:5]1[N:10]=[C:9]([NH:11][CH2:12][C:13]2[CH:14]=[CH:15][C:16]([C:19]3[CH:24]=[CH:23][CH:22]=[CH:21][C:20]=3[C:25]3[NH:29][N:28]=[N:27][N:26]=3)=[CH:17][CH:18]=2)[C:8]([C:30]([NH2:31])=[O:34])=[CH:7][N:6]=1)[CH2:2][CH2:3][CH3:4] |f:2.3|. Procedure: 2-Butyl-4-{N-[(2'-[1H-tetrazol-5-yl]biphenyl-4-yl)methyl]amino}pyrimidine-5-carbonitrile, the product of Example 14, is heated in dilute aqueous potassium hydroxide. Neutralization with acetic acid affords the title compound. Starting materials: C(C)OCC(=O)O (ethoxyacetic acid), C1=CN(C=N1)C(=O)N2C=CN=C2 (CDI), solution, Cl.CN1C(=NC2=C1C=CC=C2)C=2C=C(C=CC2)N2CCC(CC2)N (1-[3-(1-Methyl-1H-benzoimidazol-2-yl)-phenyl]-piperidin-4-ylamine hydrochloride), CCN(C(C)C)C(C)C (DIPEA). Run in C(C)#N (acetonitrile). Reaction conditions: temperature 70 celsius. Yields the product C(C)OCC(=O)NC1CCN(CC1)C1=CC(=CC=C1)C1=NC2=C(N1C)C=CC=C2 (2-Ethoxy-N-{1-[3-(1-methyl-1H-benzoimidazol-2-yl)-phenyl]-piperidin-4-yl}-acetamide). Yield: 435.0%. RXN SMILES: [CH2:1]([O:3][CH2:4][C:5]([OH:7])=O)[CH3:2].C1N=CN(C(N2C=NC=C2)=O)C=1.Cl.[CH3:21][N:22]1[C:26]2[CH:27]=[CH:28][CH:29]=[CH:30][C:25]=2[N:24]=[C:23]1[C:31]1[CH:32]=[C:33]([N:37]2[CH2:42][CH2:41][CH:40]([NH2:43])[CH2:39][CH2:38]2)[CH:34]=[CH:35][CH:36]=1.CCN(C(C)C)C(C)C>C(#N)C>[CH2:1]([O:3][CH2:4][C:5]([NH:43][CH:40]1[CH2:41][CH2:42][N:37]([C:33]2[CH:34]=[CH:35][CH:36]=[C:31]([C:23]3[N:22]([CH3:21])[C:26]4[CH:27]=[CH:28][CH:29]=[CH:30][C:25]=4[N:24]=3)[CH:32]=2)[CH2:38][CH2:39]1)=[O:7])[CH3:2] |f:2.3|. Reported procedure: Method N—Step e To a solution of ethoxyacetic acid (0.05 mL, 0.49 mmol) in acetonitrile (3 mL) was added CDI as a stock solution (0.80 g, 0.49 mmol) and the resulting suspension was stirred at room temperature for 3 h. {1-[3-(1-Methyl-1H-benzoimidazol-2-yl)-phenyl]-piperidin-4-ylamine hydrochloride (0.13 g, 0.41 mmol) and DIPEA (0.07 mL, 0.41 mmol) were added and the resulting solution heated at 70° C. overnight. The reaction was then cooled to room temperature, the solvent removed under reduced...